From a dataset of the Open Reaction Database (ORD), a public repository of structured organic reaction records. describe an organic reaction: reactants, conditions, products, and yield As a reaction SMILES: [B-:30]([F:31])([F:32])([F:33])[F:34].[CH3:38][C:39]#[N:40].[CH:1]1([CH:4]([CH2:5][C:6]#[N:7])[n:8]2[n:9][cH:10][c:11](-[c:13]3[c:14]4[c:15]([n:16][cH:17][n:18]3)[n:19]([CH2:22][O:23][CH2:24][CH2:25][Si:26]([CH3:27])([CH3:28])[CH3:29])[cH:20][cH:21]4)[cH:12]2)[CH2:2][CH2:3]1.[Li+:35].[NH4+:37].[OH-:36].[OH2:41]>>[CH:1]1([CH:4]([CH2:5][C:6]#[N:7])[n:8]2[n:9][cH:10][c:11](-[c:13]3[c:14]4[c:15]([n:16][cH:17][n:18]3)[nH:19][cH:20][cH:21]4)[cH:12]2)[CH2:2][CH2:3]1. The product is N#CCC(C1CC1)n1cc(-c2ncnc3[nH]ccc23)cn1. Reactants: F[B-](F)(F)F, CC#N, C[Si](C)(C)CCOCn1ccc2c(-c3cnn(C(CC#N)C4CC4)c3)ncnc21, [Li+], [NH4+], [OH-], O. Starting materials: CCCCOS(=O)(=O)C1CC(OCc2ccccc2)C1, [K+], N#C[S-]. The product is O=S(=O)([O-])C1CC(OCc2ccccc2)C1, [K+]. As a reaction SMILES: [CH2:5]([c:6]1[cH:7][cH:8][cH:9][cH:10][cH:11]1)[O:12][CH:13]1[CH2:14][CH:15]([S:17](=[O:18])(=[O:19])[O:20][CH2:21][CH2:22][CH2:23][CH3:24])[CH2:16]1.[K+:4].[S-:1][C:2]#[N:3]>>[CH2:5]([c:6]1[cH:7][cH:8][cH:9][cH:10][cH:11]1)[O:12][CH:13]1[CH2:14][CH:15]([S:17](=[O:18])(=[O:19])[O-:20])[CH2:16]1.[K+:4]. Starting materials: [Si](C)(C)(C(C)(C)C)OC[C@H](C1=CC(=C(C=C1)Cl)F)N1C(C=C(C=C1)C1=NC(=NC=C1)S(=O)(=O)C)=O ((S)-1-(2-(tert-Butyldimethylsilyloxy)-1-(4-chloro-3-fluorophenyl)ethyl)-4-(2-(methylsulfonyl)pyrimidin-4-yl)pyridin-2(1H)-one), CN1N=C(C(=C1)N)C (1,3-dimethyl-1H-pyrazol-4-amine), O (water). Solvent: C(C)(CC)O (s-BuOH). Conditions: temperature 110 celsius. Yields the product [Si](C)(C)(C(C)(C)C)OC[C@H](C1=CC(=C(C=C1)Cl)F)N1C(C=C(C=C1)C1=NC(=NC=C1)NC=1C(=NN(C1)C)C)=O ((S)-1-(2-(tert-butyldimethylsilyloxy)-1-(4-chloro-3-fluorophenyl)ethyl)-4-(2-((1,3-dimethyl-1H-pyrazol-4-yl)amino)pyrimidin-4-yl)pyridin-2(1H)-one). Yield: 66.1%. Reaction SMILES: [Si:1]([O:8][CH2:9][C@@H:10]([N:19]1[CH:24]=[CH:23][C:22]([C:25]2[CH:30]=[CH:29][N:28]=[C:27](S(C)(=O)=O)[N:26]=2)=[CH:21][C:20]1=[O:35])[C:11]1[CH:16]=[CH:15][C:14]([Cl:17])=[C:13]([F:18])[CH:12]=1)([C:4]([CH3:7])([CH3:6])[CH3:5])([CH3:3])[CH3:2].[CH3:36][N:37]1[CH:41]=[C:40]([NH2:42])[C:39]([CH3:43])=[N:38]1.O>C(O)(CC)C>[Si:1]([O:8][CH2:9][C@@H:10]([N:19]1[CH:24]=[CH:23][C:22]([C:25]2[CH:30]=[CH:29][N:28]=[C:27]([NH:42][C:40]3[C:39]([CH3:43])=[N:38][N:37]([CH3:36])[CH:41]=3)[N:26]=2)=[CH:21][C:20]1=[O:35])[C:11]1[CH:16]=[CH:15][C:14]([Cl:17])=[C:13]([F:18])[CH:12]=1)([C:4]([CH3:7])([CH3:6])[CH3:5])([CH3:3])[CH3:2]. Reported procedure: (S)-1-(2-(tert-Butyldimethylsilyloxy)-1-(4-chloro-3-fluorophenyl)ethyl)-4-(2-(methylsulfonyl)pyrimidin-4-yl)pyridin-2(1H)-one (0.100 g, 0.186 mmol) and 1,3-dimethyl-1H-pyrazol-4-amine (0.413 g, 3.72 mmol) were placed in s-BuOH (2 mL), heated to 110° C. overnight, then poured into water and extracted with DCM. The combined organic fractions were dried (MgSO4), filtered, and concentrated to give the crude product, which was purified by column chromatography (500:10 DCM/MeOH) to give the product (S... Yields the product OC=1C2=C(S(CC1C(=O)NC=1SC=CN1)(=O)=O)SC=C2 (4-Hydroxy-N-(2-thiazolyl)-6H-thieno[2,3-b]thiopyran-5-carboxamide 7,7-dioxide). Procedure details: A mixture of methyl 4-hydroxy-6H-thieno[2,3-b]thiopyran-5-carboxylate 7,7-dioxide (5.2 g, 0.02 mole), 2-aminothiazole (3.0 g, 0.03 mole) and xylene (175 ml) is warmed and filtered from the polymeric products. The filtrate is refluxed for 30 min. when some more polymeric product is formed. It is filtered again, and the filtrate refluxed for 1.5 hrs. The mixture is cooled to 5° C. in an ice-bath, and the resulting crystalline product is collected. It is dissolved in THF, treated with charcoal and ... As a reaction SMILES: [OH:1][C:2]1[C:3]2[CH:16]=[CH:15][S:14][C:4]=2[S:5](=[O:13])(=[O:12])[CH2:6][C:7]=1[C:8]([O:10]C)=O.[NH2:17][C:18]1[S:19][CH:20]=[CH:21][N:22]=1>C1(C)C(C)=CC=CC=1>[OH:1][C:2]1[C:3]2[CH:16]=[CH:15][S:14][C:4]=2[S:5](=[O:13])(=[O:12])[CH2:6][C:7]=1[C:8]([NH:17][C:18]1[S:19][CH:20]=[CH:21][N:22]=1)=[O:10]. The yield is 21.3%. Reaction conditions: temperature 5 celsius. Starting materials: OC=1C2=C(S(CC1C(=O)OC)(=O)=O)SC=C2 (methyl 4-hydroxy-6H-thieno[2,3-b]thiopyran-5-carboxylate 7,7-dioxide), NC=1SC=CN1 (2-aminothiazole). Run in C=1(C(=CC=CC1)C)C (xylene). The reactants are Cc1cc(C)n(Cc2ccc(OCc3nc(-c4ccccc4)oc3C)cc2)n1, CN(C)C=O, O, O=P(Cl)(Cl)Cl. Yields the product Cc1nn(Cc2ccc(OCc3nc(-c4ccccc4)oc3C)cc2)c(C)c1C=O. RXN SMILES: [CH3:1][c:2]1[n:3][n:4]([CH2:8][c:9]2[cH:10][cH:11][c:12]([O:13][CH2:14][c:15]3[n:16][c:17](-[c:21]4[cH:22][cH:23][cH:24][cH:25][cH:26]4)[o:18][c:19]3[CH3:20])[cH:27][cH:28]2)[c:5]([CH3:7])[cH:6]1.[CH3:34][N:35]([CH:36]=[O:37])[CH3:38].[OH2:39].[P:29]([Cl:30])([Cl:31])([Cl:32])=[O:33]>>[CH3:1][c:2]1[n:3][n:4]([CH2:8][c:9]2[cH:10][cH:11][c:12]([O:13][CH2:14][c:15]3[n:16][c:17](-[c:21]4[cH:22][cH:23][cH:24][cH:25][cH:26]4)[o:18][c:19]3[CH3:20])[cH:27][cH:28]2)[c:5]([CH3:7])[c:6]1[CH:36]=[O:37]. The reactants are C(C)(C)(C)OC(=O)N1CC(C(CC1)=O)=CN(C)C (3-dimethylaminomethylene-4-oxo-piperidine-1-carboxylic acid tert-butyl ester), [O-]CC (ethoxide), O.Cl.C(C1=CC=CC=C1)(=N)N (benzamidine hydrochloride hydrate), [Na] (sodium). The solvent is C(C)O (ethanol). Product: C(C)(C)(C)OC(=O)N1CC2=C(N=C(N=C2)C2=CC=CC=C2)CC1 (2-Phenyl-7,8-dihydro-5H-pyrido[4,3-d]pyrimidine-6-carboxylic acid tert-butyl ester). The yield is 49.0%. Reaction SMILES: [C:1]([O:5][C:6]([N:8]1[CH2:13][CH2:12][C:11](=O)[C:10](=[CH:15]N(C)C)[CH2:9]1)=[O:7])([CH3:4])([CH3:3])[CH3:2].O.Cl.[C:21]([NH2:29])(=[NH:28])[C:22]1[CH:27]=[CH:26][CH:25]=[CH:24][CH:23]=1.[Na].[O-]CC>C(O)C>[C:1]([O:5][C:6]([N:8]1[CH2:13][CH2:12][C:11]2[N:28]=[C:21]([C:22]3[CH:27]=[CH:26][CH:25]=[CH:24][CH:23]=3)[N:29]=[CH:15][C:10]=2[CH2:9]1)=[O:7])([CH3:4])([CH3:2])[CH3:3] |f:1.2.3,^1:29|. Procedure details: A mixture of 3-dimethylaminomethylene-4-oxo-piperidine-1-carboxylic acid tert-butyl ester (prepared according to the method of Example 101, Step B, 509 mg, 2.0 mmol), benzamidine hydrochloride hydrate (470 mg, 3.0 mmol), and sodium, ethoxide (1 M in ethanol, 6.0 mL, 6.0 mmol) in absolute ethanol (4 mL) was heated to reflux for about 3 d, cooled to room temperature, and concentrated. The residue was diluted with saturated aqueous sodium bicarbonate and extracted with chloroform (3×). The combined... Starting materials: C(CCCCCCCCCCC)S (dodecane thiol), S(=O)(=O)(Cl)Cl (sulfuryl chloride). Run in C(Cl)(Cl)Cl (CHCl3). Run at time 18 hour. Yields the product C(CCCCCCCCCCC)SCl (dodecansulfenyl chloride). RXN SMILES: [CH2:1]([SH:13])[CH2:2][CH2:3][CH2:4][CH2:5][CH2:6][CH2:7][CH2:8][CH2:9][CH2:10][CH2:11][CH3:12].S(Cl)([Cl:17])(=O)=O>C(Cl)(Cl)Cl>[CH2:1]([S:13][Cl:17])[CH2:2][CH2:3][CH2:4][CH2:5][CH2:6][CH2:7][CH2:8][CH2:9][CH2:10][CH2:11][CH3:12]. Procedure: To a solution of dodecane thiol (1.00 mL, 4.17 mmol, Aldrich Chemical Company) in 20 mL CHCl3 was added sulfuryl chloride (0.74 mL, 9.18 mmol, Aldrich Chemical Company), and the resulting mixture was stirred at room temperature for 18 h. Removal of solvent (aspirator), afforded dodecansulfenyl chloride that was determined to be sufficiently pure by 1H NMR.